Dataset: the Open Reaction Database (ORD), a public repository of structured organic reaction records. Task: describe an organic reaction: reactants, conditions, products, and yield Reactants: C(C1=CC=CC=C1)(=O)Cl (Benzoylchloride), C(C)N(C1=CC(=CC=C1)C)CCO (N-ethyl-N-hydroxyethyl-3-methylaniline), iv. Solvent: CC(=O)C (acetone), N1=CC=CC=C1 (pyridine). Product: CC=1C=C(N(CCOC(C2=CC=CC=C2)=O)CC)C=CC1 (3-methyl-N-ethyl-N-(2-benzoyloxyethyl)aniline). RXN SMILES: [C:1](Cl)(=[O:8])[C:2]1[CH:7]=[CH:6][CH:5]=[CH:4][CH:3]=1.[CH2:10]([N:12]([CH2:20][CH2:21][OH:22])[C:13]1[CH:18]=[CH:17][CH:16]=[C:15]([CH3:19])[CH:14]=1)[CH3:11]>CC(C)=O.N1C=CC=CC=1>[CH3:19][C:15]1[CH:14]=[C:13]([CH:18]=[CH:17][CH:16]=1)[N:12]([CH2:10][CH3:11])[CH2:20][CH2:21][O:22][C:1](=[O:8])[C:2]1[CH:7]=[CH:6][CH:5]=[CH:4][CH:3]=1. Reported procedure: Benzoylchloride (3.3 g) was added to a mixture of N-ethyl-N-hydroxyethyl-3-methylaniline (2.1 g) in acetone (25 cm3) and pyridine (1 cm3) and stirred at reflux for 1 hour. The reaction mixture was cooled and used directly in iv) below. The product is CN(CCOC1=CC=C(CCCCNC2=C(C=CC(=C2)OC)C2CC=3C=CC(=CC3CC2)O)C=C1)C (6-{2-{[4-(2-Dimethylaminoethoxy)benzyl]propylamino}-4-methoxyphenyl}-5,6,7,8-tetrahydronaphthalen-2-ol). RXN SMILES: [OH:1][C:2]1[CH:38]=[CH:37][C:5]([C:6]([CH2:8][CH2:9][CH2:10][NH:11][C:12]2[CH:17]=[C:16]([O:18][CH3:19])[CH:15]=[CH:14][C:13]=2[CH:20]2[CH2:29][CH2:28][C:27]3[CH:26]=[C:25]([O:30]C(=O)C(C)(C)C)[CH:24]=[CH:23][C:22]=3[CH2:21]2)=O)=[CH:4][CH:3]=1.Cl[CH2:40][C:41]([N:43]([CH3:45])[CH3:44])=O>>[CH3:44][N:43]([CH3:45])[CH2:41][CH2:40][O:1][C:2]1[CH:3]=[CH:4][C:5]([CH2:6][CH2:8][CH2:9][CH2:10][NH:11][C:12]2[CH:17]=[C:16]([O:18][CH3:19])[CH:15]=[CH:14][C:13]=2[CH:20]2[CH2:29][CH2:28][C:27]3[CH:26]=[C:25]([OH:30])[CH:24]=[CH:23][C:22]=3[CH2:21]2)=[CH:37][CH:38]=1. Starting materials: OC1=CC=C(C(=O)CCCNC2=C(C=CC(=C2)OC)C2CC=3C=CC(=CC3CC2)OC(C(C)(C)C)=O)C=C1 (pivalic acid 6-{2-[(4-hydroxybenzoyl)propylamino]-4-methoxyphenyl}-5,6,7,8-tetrahydronaphthalen-2-yl ester), ClCC(=O)N(C)C (2-chloro-N,N-dimethylacetamide). Reported procedure: Synthesized from pivalic acid 6-{2-[(4-hydroxybenzoyl)propylamino]-4-methoxyphenyl}-5,6,7,8-tetrahydronaphthalen-2-yl ester (30 mg) and 2-chloro-N,N-dimethylacetamide (14 mg) according to an analogous synthetic method to Example 404 and purified by LC-MS, the title compound (16 mg) was obtained. Yield: 56.3%. RXN SMILES: Br[C:2]1[C:3]([F:19])=[CH:4][C:5]2[O:11][CH2:10][CH2:9][N:8]3[CH:12]=[C:13]([C:15]([NH2:17])=[O:16])[N:14]=[C:7]3[C:6]=2[CH:18]=1.[CH3:20][C:21]1([C:24]([OH:28])([C:26]#[CH:27])[CH3:25])[CH2:23][CH2:22]1>>[F:19][C:3]1[C:2]([C:27]#[C:26][C:24]([OH:28])([C:21]2([CH3:20])[CH2:23][CH2:22]2)[CH3:25])=[CH:18][C:6]2[C:7]3[N:8]([CH:12]=[C:13]([C:15]([NH2:17])=[O:16])[N:14]=3)[CH2:9][CH2:10][O:11][C:5]=2[CH:4]=1. Reported procedure: Similar to as described in General Procedure G, 10-bromo-9-fluoro-5,6-dihydrobenzo[f]imidazo[1,2-d][1,4]oxazepine-2-carboxamide was reacted with 2-(1-methylcyclopropyl)but-3-yn-2-ol to give the titled compound as a light brown solid (7.8 mg, 8%). Reactants: BrC=1C(=CC2=C(C=3N(CCO2)C=C(N3)C(=O)N)C1)F (10-bromo-9-fluoro-5,6-dihydrobenzo[f]imidazo[1,2-d][1,4]oxazepine-2-carboxamide), CC1(CC1)C(C)(C#C)O (2-(1-methylcyclopropyl)but-3-yn-2-ol). The yield is 8.0%. The product is FC1=CC2=C(C=3N(CCO2)C=C(N3)C(=O)N)C=C1C#CC(C)(C1(CC1)C)O ((±)-9-fluoro-10-(3-hydroxy-3-(1-methylcyclopropyl)but-1-yn-1-yl)-5,6-dihydrobenzo[f]imidazo[1,2-d][1,4]oxazepine-2-carboxamide). The reactants are FC(C=1C=C(C=C(C1)C(F)(F)F)N(C1=NC=C(C=N1)OCCCC(=O)OC(C)(C)C)CC1=C(C=CC(=C1)C(F)(F)F)C1=C(C=CC(=C1)C(C)C)OC)(F)F (tert-butyl 4-{2-[(3,5-bis-trifluoromethyl-phenyl)-(5′-isopropyl-2′-methoxy-4-trifluoromethyl-biphenyl-2-ylmethyl)-amino]-pyrimidin-5-yloxy}-butyrate), Cl (hydrochloric acid). The solvent is O1CCOCC1 (dioxane), [Cl-].[Na+].O (brine). Run at time 3 hour. Yields the product FC(C=1C=C(C=C(C1)C(F)(F)F)N(C1=NC=C(C=N1)OCCCC(=O)O)CC1=C(C=CC(=C1)C(F)(F)F)C1=C(C=CC(=C1)C(C)C)OC)(F)F (4-{2-[(3,5-bis-trifluoromethyl-phenyl)-(5′-isopropyl-2′-methoxy-4-trifluoromethyl-biphenyl-2-ylmethyl)-amino]-pyrimidin-5-yloxy}-butyric acid). Isolated yield 56.9%. RXN SMILES: [F:1][C:2]([F:54])([F:53])[C:3]1[CH:4]=[C:5]([N:13]([CH2:31][C:32]2[CH:37]=[C:36]([C:38]([F:41])([F:40])[F:39])[CH:35]=[CH:34][C:33]=2[C:42]2[CH:47]=[C:46]([CH:48]([CH3:50])[CH3:49])[CH:45]=[CH:44][C:43]=2[O:51][CH3:52])[C:14]2[N:19]=[CH:18][C:17]([O:20][CH2:21][CH2:22][CH2:23][C:24]([O:26]C(C)(C)C)=[O:25])=[CH:16][N:15]=2)[CH:6]=[C:7]([C:9]([F:12])([F:11])[F:10])[CH:8]=1.Cl>O1CCOCC1.[Cl-].[Na+].O>[F:54][C:2]([F:1])([F:53])[C:3]1[CH:4]=[C:5]([N:13]([CH2:31][C:32]2[CH:37]=[C:36]([C:38]([F:41])([F:39])[F:40])[CH:35]=[CH:34][C:33]=2[C:42]2[CH:47]=[C:46]([CH:48]([CH3:50])[CH3:49])[CH:45]=[CH:44][C:43]=2[O:51][CH3:52])[C:14]2[N:15]=[CH:16][C:17]([O:20][CH2:21][CH2:22][CH2:23][C:24]([OH:26])=[O:25])=[CH:18][N:19]=2)[CH:6]=[C:7]([C:9]([F:10])([F:12])[F:11])[CH:8]=1 |f:3.4.5|. Procedure: To tert-butyl 4-{2-[(3,5-bis-trifluoromethyl-phenyl)-(5′-isopropyl-2′-methoxy-4-trifluoromethyl-biphenyl-2-ylmethyl)-amino]-pyrimidin-5-yloxy}-butyrate (197 mg) is added a 4N-hydrochloric acid in dioxane (2.5 ml) and the mixture is stirred at room temperature for 3 hours. To the reaction mixture is added a saturated brine, and the mixture is extracted with ethyl acetate, and the organic layer is washed with a saturated brine, dried over magnesium sulfate, and concentrated under reduced pressure....